This data is from the Open Reaction Database (ORD), a public repository of structured organic reaction records. The task is: describe an organic reaction: reactants, conditions, products, and yield Reactants: Cl (HCl), Cl.COC=1C=CC=2C[C@@H]3[C@@]4([C@@H](CC(C[C@@]4(C2C1)CCN3)=O)C)OC (3,14-Dimethoxy-8α-methylmorphinan-6-one Hydrochloride), C([O-])(O)=O.[Na+] (sodium bicarbonate), C(C1CCCO1)Br ((+) tetrahydrofurfuryl bromide), Cl (HCl). Solvent: CN(C=O)C (dimethylformamide). Run at temperature 110 celsius. The product is Cl.C(C1CCCO1)N1[C@H]2[C@@]3([C@@H](CC(C[C@@]3(C=3C=C(C=CC3C2)OC)CC1)=O)C)OC (17-Tetrahydrofurfuryl-3,14-dimethoxy-8α-methylmorphinan-6-one Hydrochloride). As a reaction SMILES: [ClH:1].[CH3:2][O:3][C:4]1[CH:5]=[CH:6][C:7]2[CH2:8][C@H:9]3[NH:20][CH2:19][CH2:18][C@@:15]4([C:16]=2[CH:17]=1)[C@@:10]3([O:23][CH3:24])[C@H:11]([CH3:22])[CH2:12][C:13](=[O:21])[CH2:14]4.C(=O)(O)[O-].[Na+].[CH2:30](Br)[CH:31]1[O:35][CH2:34][CH2:33][CH2:32]1.Cl>CN(C)C=O>[ClH:1].[CH2:30]([N:20]1[CH2:19][CH2:18][C@@:15]23[C:16]4[CH:17]=[C:4]([O:3][CH3:2])[CH:5]=[CH:6][C:7]=4[CH2:8][C@@H:9]1[C@:10]2([O:23][CH3:24])[C@H:11]([CH3:22])[CH2:12][C:13](=[O:21])[CH2:14]3)[CH:31]1[O:35][CH2:34][CH2:33][CH2:32]1 |f:0.1,2.3,7.8|. Reported procedure: A mixture of 3,14-dimethoxy-8α-methylmorphinan-6-one hydrochloride (26) (0.24 g, 0.68 mmol), sodium bicarbonate (0.6 g, 7.14 mmol), (+) tetrahydrofurfuryl bromide (0.4 g, 2.42 mmol) and dimethylformamide (15 ml) was heated at 110° C. for 16 hours with stirring under a nitrogen atmosphere. The mixture was filtered hot and the residue washed with 10 milliliters of dimethylformamide. Most of the DMF was removed by distillation under high vacuum (bath temperature 35° C.) and the resulting brownish m... Reactants: ClC1=CC=C(CN2C(=CC3=CC=CC=C23)C(=O)N2CCC(CC2)C(=O)O)C=C1 (1-(1-(4-chlorobenzyl)-1H-indole-2-carbonyl)piperidine-4-carboxylic acid), ON1N=NC2=C1C=CC=C2 (1-hydroxybenzotriazole), C(CCl)Cl (EDC), CCN(C(C)C)C(C)C (Hunig's Base), N1=CC=C(C=C1)C(CN)C (2-(pyridin-4-yl)propan-1-amine). The solvent is C(C)(=O)OCC (ethyl acetate), C(Cl)Cl (DCM), O (water), C(Cl)Cl (DCM). Run at time 15 minute. Product: ClC1=CC=C(CN2C(=CC3=CC=CC=C23)C(=O)N2CCC(CC2)C(=O)NCC(C)C2=CC=NC=C2)C=C1 (1-(1-(4-chlorobenzyl)-1H-indole-2-carbonyl)-N-(2-(pyridin-4-yl)propyl)piperidine-4-carboxamide). Reaction SMILES: [Cl:1][C:2]1[CH:28]=[CH:27][C:5]([CH2:6][N:7]2[C:15]3[C:10](=[CH:11][CH:12]=[CH:13][CH:14]=3)[CH:9]=[C:8]2[C:16]([N:18]2[CH2:23][CH2:22][CH:21]([C:24]([OH:26])=O)[CH2:20][CH2:19]2)=[O:17])=[CH:4][CH:3]=1.ON1C2C=CC=CC=2N=N1.C(Cl)CCl.CCN(C(C)C)C(C)C.[N:52]1[CH:57]=[CH:56][C:55]([CH:58]([CH3:61])[CH2:59][NH2:60])=[CH:54][CH:53]=1>C(Cl)Cl.O.C(OCC)(=O)C>[Cl:1][C:2]1[CH:28]=[CH:27][C:5]([CH2:6][N:7]2[C:15]3[C:10](=[CH:11][CH:12]=[CH:13][CH:14]=3)[CH:9]=[C:8]2[C:16]([N:18]2[CH2:23][CH2:22][CH:21]([C:24]([NH:60][CH2:59][CH:58]([C:55]3[CH:56]=[CH:57][N:52]=[CH:53][CH:54]=3)[CH3:61])=[O:26])[CH2:20][CH2:19]2)=[O:17])=[CH:4][CH:3]=1. Procedure: 1-(1-(4-chlorobenzyl)-1H-indole-2-carbonyl)piperidine-4-carboxylic acid (0.350 g, 0.882 mmol), 1-hydroxybenzotriazole (0.149 g, 1.103 mmol), and EDC (0.211 g, 1.103 mmol) were dissolved in 3.0 mL of DCM. The reaction was allowed to stir at room temperature for 15 minutes before adding Hunig's Base (0.321 mL, 1.838 mmol) and 2-(pyridin-4-yl)propan-1-amine (0.100 g, 0.735 mmol) as a 2 mL DCM solution. The reaction was allowed to stir overnight. The reaction was dissolved in water and ethyl acetate...